This data is from the Open Reaction Database (ORD), a public repository of structured organic reaction records. The task is: describe an organic reaction: reactants, conditions, products, and yield Starting materials: C(C)OC(C(CC(C(=O)OCC)C#N)C#N)=O (2,4-dicyanoglutaric acid diethyl ester), O(C[*:2])[*:1] (polyoxymethylene). Reagents/catalysts: [OH-].[Na+] (NaOH). The solvent is O (water), O (water), O (water). Run at time 45 minute. Yields the product C(C)OC(C(=C)C#N)=O (2-cyanoacrylic acid ethyl ester). Isolated yield 97.3%. RXN SMILES: [CH2:1]([O:3][C:4](=[O:17])[CH:5]([C:15]#[N:16])[CH2:6]C(C#N)C(OCC)=O)[CH3:2]>[OH-].[Na+].O>[CH2:1]([O:3][C:4](=[O:17])[C:5]([C:15]#[N:16])=[CH2:6])[CH3:2] |f:1.2|. Procedure: 102 kg (approximately 400 moles) of 2,4-dicyanoglutaric acid diethyl ester (approximately 94%) were mixed with 20 kg of water in a 400 liter capacity stirrer-equipped vessel, followed by the addition of 8.5 kg (261 moles) of polyoxymethylene (92%). To adjust to a pH-value of from 4 to 6, 383 g of a 32% NaOH solution (corresponding to 3.08 moles) were added. The reaction was carried out with stirring at a temperature of from 80° C. to 130° C. under the pressure spontaneously built up in the close... Starting materials: N1CCOCC1 (Morpholine), COC(=O)C=1C=C(C2=C(S(CC3=C(O2)C(=CC=C3)NCCCl)(=O)=O)C1)C (4-(2-Chloro-ethylamino)-6-methyl-10,10-dioxo-10,11-dihydro-5-oxa-10lambda*6*-thia-dibenzo[a,d]cycloheptene-8-carboxylic acid methyl ester). The solvent is CN(C=O)C (dimethylformamide). Reaction conditions: temperature 110 celsius, time 3 hour. Product: COC(=O)C=1C=C(C2=C(S(CC3=C(O2)C(=CC=C3)NCCN3CCOCC3)(=O)=O)C1)C (6-Methyl-4-(2-morpholin-4-yl-ethylamino)-10,10-dioxo-10,11-dihydro-5-oxa-10lambda*6*-thia-dibenzo[a,d]cycloheptene-8-carboxylic acid methylester). RXN SMILES: [NH:1]1[CH2:6][CH2:5][O:4][CH2:3][CH2:2]1.[CH3:7][O:8][C:9]([C:11]1[CH:12]=[C:13]([CH3:32])[C:14]2[O:20][C:19]3[C:21]([NH:25][CH2:26][CH2:27]Cl)=[CH:22][CH:23]=[CH:24][C:18]=3[CH2:17][S:16](=[O:30])(=[O:29])[C:15]=2[CH:31]=1)=[O:10]>CN(C)C=O>[CH3:7][O:8][C:9]([C:11]1[CH:12]=[C:13]([CH3:32])[C:14]2[O:20][C:19]3[C:21]([NH:25][CH2:26][CH2:27][N:1]4[CH2:6][CH2:5][O:4][CH2:3][CH2:2]4)=[CH:22][CH:23]=[CH:24][C:18]=3[CH2:17][S:16](=[O:29])(=[O:30])[C:15]=2[CH:31]=1)=[O:10]. Reported procedure: Morpholine (0.2 mL, 2.52 mmol) was added to a solution of Example 160 (0.5 g, 1.26 mmol) in dry dimethylformamide (10 mL) and the reaction mixture was stirred at 110° C. for 3 h. It was concentrated, treated with water and the solid that precipitated was filtered, washed with water, dried and purified using flash chromatography (silica gel, methanol/chloroform) to obtain the title compound as a white solid. Yield: 0.5 g, (88.80%); 1H NMR (DMSO-d6): δ 2.35-2.45 (m, 4H, 2CH2), 2.60-2.70 (m, 4H, 2C... Starting materials: N(N)C=1N=NC(=CC1)Cl (3-Hydrazino-6-chloropyridazine), [N+](=O)([O-])C1=CC=C(S1)C=O (5-nitro-2-thiophene-aldehyde). The solvent is C(C)O (ethanol). Product: [N+](=O)([O-])C1=CCC(S1)=NNC=1N=NC(=CC1)Cl (3-(5-nitro-2-thienylidene-hydrazino)-6-chloropyridazine). Reaction SMILES: [NH:1]([C:3]1[N:4]=[N:5][C:6]([Cl:9])=[CH:7][CH:8]=1)[NH2:2].[N+:10]([C:13]1[S:17][C:16](C=O)=[CH:15][CH:14]=1)([O-:12])=[O:11]>C(O)C>[N+:10]([C:13]1[S:17][C:16](=[N:2][NH:1][C:3]2[N:4]=[N:5][C:6]([Cl:9])=[CH:7][CH:8]=2)[CH2:15][CH:14]=1)([O-:12])=[O:11]. Reported procedure: 3-Hydrazino-6-chloropyridazine was condensed with 5-nitro-2-thiophene-aldehyde in ethanol and the 3-(5-nitro-2-thienylidene-hydrazino)-6-chloropyridazine (m.p. 306° - 308°C. decomp.) thus obtained was cyclized in glacial acetic acid with lead tetraacetate to give 3-(5-nitro-2-thienyl)-6-chloro-s-triazolo[4,3-b]pyridazine (m.p. 215° - 217°C.) and this subsequently reacted with hydrazine hydrate in isopropanol. Reactants: CC(C)OC(=O)N=NC(=O)OC(C)C, O=C1C=CC(=O)N1, c1ccc(P(c2ccccc2)c2ccccc2)cc1, OCCCCCc1ccccc1. Yields the product O=C1C=CC(=O)N1CCCCCc1ccccc1. RXN SMILES: [O:20]=[C:21]([O:22][CH:23]([CH3:24])[CH3:25])[N:26]=[N:27][C:28]([O:29][CH:30]([CH3:31])[CH3:32])=[O:33].[O:46]=[C:47]1[NH:48][C:49](=[O:50])[CH:51]=[CH:52]1.[c:1]1([P:2]([c:3]2[cH:4][cH:5][cH:6][cH:7][cH:8]2)[c:9]2[cH:10][cH:11][cH:12][cH:13][cH:14]2)[cH:15][cH:16][cH:17][cH:18][cH:19]1.[c:34]1([CH2:40][CH2:41][CH2:42][CH2:43][CH2:44][OH:45])[cH:35][cH:36][cH:37][cH:38][cH:39]1>>[c:34]1([CH2:40][CH2:41][CH2:42][CH2:43][CH2:44][N:48]2[C:47](=[O:46])[CH:52]=[CH:51][C:49]2=[O:50])[cH:35][cH:36][cH:37][cH:38][cH:39]1. Reactants: Cl (HCl), C(C1=CC=CC=C1)N(C[C@@H](C)O)CCO ((R)-1-(benzyl(2-hydroxyethyl)amino)propan-2-ol), [OH-].[K+] (potassium hydroxide), CC1=CC=C(C=C1)S(=O)(=O)Cl (4-methylbenzene-1-sulfonyl chloride). Reagents/catalysts: COCCOCCN(CCOCCOC)CCOCCOC (tris(2-(2-methoxyethoxy)ethyl)amine). Run in O1CCOCC1 (dioxane), O1CCOCC1 (dioxane), O1CCOCC1 (dioxane). Run at temperature 0 celsius, time 45 minute. The product is Cl.C(C1=CC=CC=C1)N1C[C@H](OCC1)C ((R)-4-benzyl-2-methylmorpholine hydrochloride). Isolated yield 33.4%. As a reaction SMILES: [CH2:1]([N:8]([CH2:13][CH2:14][OH:15])[CH2:9][C@H:10](O)[CH3:11])[C:2]1[CH:7]=[CH:6][CH:5]=[CH:4][CH:3]=1.[OH-].[K+].CC1C=CC(S([Cl:28])(=O)=O)=CC=1.Cl>O1CCOCC1.COCCOCCN(CCOCCOC)CCOCCOC>[ClH:28].[CH2:1]([N:8]1[CH2:13][CH2:14][O:15][C@H:10]([CH3:11])[CH2:9]1)[C:2]1[CH:3]=[CH:4][CH:5]=[CH:6][CH:7]=1 |f:1.2,7.8|. Reported procedure: To a stirred solution of (R)-1-(benzyl(2-hydroxyethyl)amino)propan-2-ol (110 g, 525.60 mmol) in dioxane (500 mL) under nitrogen, potassium hydroxide powder (88 g, 1576.80 mmol) and tris(2-(2-methoxyethoxy)ethyl)amine (1.681 mL, 5.26 mmol) were successively added. The mixture was cooled to 0° C. and a solution of 4-methylbenzene-1-sulfonyl chloride (105 g, 551.88 mmol) in dioxane (500 mL) was added dropwise. The reaction mixture was stirred at 0° C. for 45 min then at room temperature for an addi... The reactants are CN(C1CCOCC1)CC1=CC=C(N)C=C1 (4-[[N-methyl-N-(tetrahydropyran-4-yl)amino]methyl]aniline), S(=O)(Cl)Cl (thionyl chloride), CN(C)C=O (DMF), BrC=1C=CC2=C(C=C(CCS2(=O)=O)C(=O)O)C1 (7-bromo-1,1-dioxo-2,3-dihydro-1-benzothiepine-4-carboxylic acid). Run in C1CCOC1 (THF), C(C)N(CC)CC (triethylamine), C1CCOC1 (THF). Reaction conditions: time 1 hour. The product is BrC=1C=CC2=C(C=C(CCS2(=O)=O)C(=O)NC2=CC=C(C=C2)CN(C2CCOCC2)C)C1 (7-bromo-N-[4-[[N-methyl-N-(tetrahydropyran-4-yl)amino]methyl]phenyl]-1,1-dioxo-2,3-dihydro-1-benzothiepine-4-carboxamide). Yield: 67.5%. Reaction SMILES: [Br:1][C:2]1[CH:3]=[CH:4][C:5]2[S:11](=[O:13])(=[O:12])[CH2:10][CH2:9][C:8]([C:14]([OH:16])=O)=[CH:7][C:6]=2[CH:17]=1.S(Cl)(Cl)=O.CN(C=O)C.[CH3:27][N:28]([CH2:35][C:36]1[CH:42]=[CH:41][C:39]([NH2:40])=[CH:38][CH:37]=1)[CH:29]1[CH2:34][CH2:33][O:32][CH2:31][CH2:30]1>C1COCC1.C(N(CC)CC)C>[Br:1][C:2]1[CH:3]=[CH:4][C:5]2[S:11](=[O:12])(=[O:13])[CH2:10][CH2:9][C:8]([C:14]([NH:40][C:39]3[CH:41]=[CH:42][C:36]([CH2:35][N:28]([CH3:27])[CH:29]4[CH2:34][CH2:33][O:32][CH2:31][CH2:30]4)=[CH:37][CH:38]=3)=[O:16])=[CH:7][C:6]=2[CH:17]=1. Procedure: To a suspension of 7-bromo-1,1-dioxo-2,3-dihydro-1-benzothiepine-4-carboxylic acid (4.47 g) in THF (90 ml) were added at room temperature thionyl chloride (1.03 ml) and DMF (1 ml), and the mixture was stirred for 1 hour and added dropwise to a solution of 4-[[N-methyl-N-(tetrahydropyran-4-yl)amino]methyl]aniline (3.41 g) and triethylamine (7.9 ml) in THF (30 ml), at 0° C. The mixture was stirred for 3 hours and concentrated under reduced pressure, to which were added water. Precipitated colorles...